From a dataset of the Open Reaction Database (ORD), a public repository of structured organic reaction records. describe an organic reaction: reactants, conditions, products, and yield Starting materials: O=c1[nH]cnc2sc(Br)cc12, O=P(Cl)(Cl)Cl. Product: Clc1ncnc2sc(Br)cc12. Reaction SMILES: [Br:1][c:2]1[cH:3][c:4]2[c:5]([n:6][cH:7][nH:8][c:9]2=[O:10])[s:11]1.[P:12]([Cl:13])([Cl:14])([Cl:15])=[O:16]>>[Br:1][c:2]1[cH:3][c:4]2[c:5]([n:6][cH:7][n:8][c:9]2[Cl:14])[s:11]1. The product is CC(C)(C)OC(=O)NC1CCN(C(=O)Cc2ccc(OC(F)(F)F)cc2)C1. Starting materials: ClCCCl, C1CCOC1, Cl, O=C(O)Cc1ccc(OC(F)(F)F)cc1, CC(C)(C)OC(=O)NC1CCNC1. RXN SMILES: [CH2:29]([Cl:30])[CH2:31][Cl:32].[CH2:34]1[O:35][CH2:36][CH2:37][CH2:38]1.[ClH:33].[F:14][C:15]([O:16][c:17]1[cH:18][cH:19][c:20]([CH2:23][C:24](=[O:25])[OH:26])[cH:21][cH:22]1)([F:27])[F:28].[NH:1]1[CH2:2][CH:3]([NH:6][C:7]([O:8][C:9]([CH3:10])([CH3:11])[CH3:12])=[O:13])[CH2:4][CH2:5]1>>[N:1]1([C:24]([CH2:23][c:20]2[cH:19][cH:18][c:17]([O:16][C:15]([F:14])([F:27])[F:28])[cH:22][cH:21]2)=[O:25])[CH2:2][CH:3]([NH:6][C:7]([O:8][C:9]([CH3:10])([CH3:11])[CH3:12])=[O:13])[CH2:4][CH2:5]1.